Dataset: the Open Reaction Database (ORD), a public repository of structured organic reaction records. Task: describe an organic reaction: reactants, conditions, products, and yield The reactants are NN (Hydrazine), C(C)(C)N1CCC(CC1)C1=CC=C(C=C1)[N+](=O)[O-] (1-isopropyl-4-(4-nitrophenyl)piperidine). Reagents/catalysts: [Pd] (Pd/C). Run in CCO (EtOH). The product is C(C)(C)N1CCC(CC1)C1=CC=C(C=C1)N (4-(1-Isopropylpiperidin-4-yl)phenylamine). Yield: 72.2%. Reaction SMILES: NN.[CH:3]([N:6]1[CH2:11][CH2:10][CH:9]([C:12]2[CH:17]=[CH:16][C:15]([N+:18]([O-])=O)=[CH:14][CH:13]=2)[CH2:8][CH2:7]1)([CH3:5])[CH3:4]>CCO.[Pd]>[CH:3]([N:6]1[CH2:7][CH2:8][CH:9]([C:12]2[CH:13]=[CH:14][C:15]([NH2:18])=[CH:16][CH:17]=2)[CH2:10][CH2:11]1)([CH3:5])[CH3:4]. Procedure: Hydrazine (35% by weight in water, 0.67 mL, 7.2 mmol) and 10% Pd/C (38 mg, 0.03 mmol) are added to a solution of 1-isopropyl-4-(4-nitrophenyl)piperidine (180 mg, 0.72 mmol) in EtOH (10 mL) and the mixture is heated at reflux for 3 h. After cooling, the mixture is filtered through celite and the solvent evaporated. The residue is redissolved in DCM (25 mL), dried over MgSO4 and the solvent evaporated to afford the desired compound as a pale yellow solid (113 mg, 0.52 mmol) which was used without ...